This data is from the Open Reaction Database (ORD), a public repository of structured organic reaction records. The task is: describe an organic reaction: reactants, conditions, products, and yield Starting materials: C=CC#N, CCO, NC1CCN(Cc2ccccc2)C1. Yields the product N#CCCNC1CCN(Cc2ccccc2)C1. Reaction SMILES: [C:14]([CH:15]=[CH2:16])#[N:17].[CH3:18][CH2:19][OH:20].[c:1]1([CH2:7][N:8]2[CH2:9][CH:10]([NH2:13])[CH2:11][CH2:12]2)[cH:2][cH:3][cH:4][cH:5][cH:6]1>>[c:1]1([CH2:7][N:8]2[CH2:9][CH:10]([NH:13][CH2:16][CH2:15][C:14]#[N:17])[CH2:11][CH2:12]2)[cH:2][cH:3][cH:4][cH:5][cH:6]1. The reactants are CC(C)O, [Cu]I, FC(F)(F)c1ccc(I)cc1, [K+], [K+], [K+], CC(C)(C)OC(=O)NC1CCNC1, OCCO, O=P([O-])([O-])[O-]. Product: CC(C)(C)OC(=O)NC1CCN(c2ccc(C(F)(F)F)cc2)C1. RXN SMILES: [CH3:39][CH:40]([OH:41])[CH3:42].[Cu:37][I:38].[F:1][C:2]([c:3]1[cH:4][cH:5][c:6]([I:9])[cH:7][cH:8]1)([F:10])[F:11].[K+:30].[K+:31].[K+:32].[NH:12]1[CH2:13][CH:14]([NH:17][C:18]([O:19][C:20]([CH3:21])([CH3:22])[CH3:23])=[O:24])[CH2:15][CH2:16]1.[OH:33][CH2:34][CH2:35][OH:36].[P:25]([O-:26])([O-:27])([O-:28])=[O:29]>>[F:1][C:2]([c:3]1[cH:4][cH:5][c:6]([N:12]2[CH2:13][CH:14]([NH:17][C:18]([O:19][C:20]([CH3:21])([CH3:22])[CH3:23])=[O:24])[CH2:15][CH2:16]2)[cH:7][cH:8]1)([F:10])[F:11]. Reactants: COc1cc(C=O)c([N+](=O)[O-])cc1OCc1ccccc1, [C-]#[N+]Cc1ccccc1, CCN(C(C)C)C(C)C, COC(=O)C(Nc1ccc(C#N)cc1)c1cc(OC)c(OCc2ccccc2)cc1N, N#Cc1ccc(N)cc1, O=C(Cl)Cc1ccccc1. Yields the product COC(=O)C(Nc1ccc(C#N)cc1)c1cc(OC)c(OCc2ccccc2)cc1[N+](=O)[O-]. As a reaction SMILES: [CH2:51]([c:52]1[cH:53][cH:54][cH:55][cH:56][cH:57]1)[O:58][c:59]1[cH:60][c:61]([N+:69](=[O:70])[O-:71])[c:62]([CH:63]=[O:64])[cH:65][c:66]1[O:67][CH3:68].[CH2:81]([N+:82]#[C-:83])[c:84]1[cH:85][cH:86][cH:87][cH:88][cH:89]1.[CH:1]([N:2]([CH:3]([CH3:4])[CH3:5])[CH2:6][CH3:7])([CH3:8])[CH3:9].[NH2:20][c:21]1[cH:22][c:23]([O:24][CH2:25][c:26]2[cH:27][cH:28][cH:29][cH:30][cH:31]2)[c:32]([O:33][CH3:34])[cH:35][c:36]1[CH:37]([C:38](=[O:39])[O:40][CH3:41])[NH:42][c:43]1[cH:44][cH:45][c:46]([C:47]#[N:48])[cH:49][cH:50]1.[NH2:72][c:73]1[cH:74][cH:75][c:76]([C:77]#[N:78])[cH:79][cH:80]1.[c:10]1([CH2:11][C:12]([Cl:13])=[O:14])[cH:15][cH:16][cH:17][cH:18][cH:19]1>>[C:38](=[O:39])([O:40][CH3:41])[CH:63]([c:62]1[c:61]([N+:69](=[O:70])[O-:71])[cH:60][c:59]([O:58][CH2:51][c:52]2[cH:53][cH:54][cH:55][cH:56][cH:57]2)[c:66]([O:67][CH3:68])[cH:65]1)[NH:72][c:73]1[cH:74][cH:75][c:76]([C:77]#[N:78])[cH:79][cH:80]1. Reactants: ClC1=CC(=CC=C1)C(=O)OO (m-chloroperbenzoic acid), FC1=CC=C(C=C1)SCC(C)NC([C@@H](NC(=O)OC(C)C)C(C)C)=O (N1 -[2-(4-fluorophenylthio)-1-methylethyl]-N2 -isopropoxycarbonyl-L-valinamide). Run in C(Cl)Cl (methylene chloride). Reaction conditions: time 5 hour. The product is FC1=CC=C(C=C1)S(=O)CC(C)NC([C@@H](NC(=O)OC(C)C)C(C)C)=O (N1 -[2-(4-fluorophenylsulfinyl)-1-methylethyl]-N2 -isopropoxycarbonyl-L-valinamide), crystal. Yield: 69.0%. Reaction SMILES: ClC1C=CC=C(C(OO)=[O:9])C=1.[F:12][C:13]1[CH:18]=[CH:17][C:16]([S:19][CH2:20][CH:21]([NH:23][C:24](=[O:36])[C@H:25]([CH:33]([CH3:35])[CH3:34])[NH:26][C:27]([O:29][CH:30]([CH3:32])[CH3:31])=[O:28])[CH3:22])=[CH:15][CH:14]=1>C(Cl)Cl>[F:12][C:13]1[CH:18]=[CH:17][C:16]([S:19]([CH2:20][CH:21]([NH:23][C:24](=[O:36])[C@H:25]([CH:33]([CH3:35])[CH3:34])[NH:26][C:27]([O:29][CH:30]([CH3:31])[CH3:32])=[O:28])[CH3:22])=[O:9])=[CH:15][CH:14]=1. Reported procedure: 1.3 g of m-chloroperbenzoic acid was added to a solution containing 2.5 g of N1 -[2-(4-fluorophenylthio)-1-methylethyl]-N2 -isopropoxycarbonyl-L-valinamide dissolved in 50 ml of methylene chloride, at 0° C. After the mixture was stirred for 5 hours at room temperature, the reaction mixture was filtered. The filtrate was washed successively with a saturated aqueous solution of potassium carbonate and water, the organic layer was dried over anhydrous sodium sulfate and the methylene chloride was r... Starting materials: C(C=C)C1C(CN(C1)C(=O)OC(C)(C)C)(NC(C(F)(F)F)=O)C(NC1=C(C=CC=C1)[N+](=O)[O-])=O (tert-butyl 4-allyl-3-[(2-nitrophenyl)carbamoyl]-3-[(trifluoroacetyl)amino]pyrrolidine-1-carboxylate), [Cl-].[NH4+] (ammonium chloride). Reagents/catalysts: [Zn] (zinc). Run in C(C)(=O)OCC (ethyl acetate), CO (methanol). Conditions: time 40 minute. Product: C(C=C)C1C(CN(C1)C(=O)OC(C)(C)C)(NC(C(F)(F)F)=O)C(NC1=C(C=CC=C1)N)=O (tert-butyl 4-allyl-3-[(2-aminophenyl)carbamoyl]-3-[(trifluoroacetyl)amino]pyrrolidine-1-carboxylate). Isolated yield 99.1%. Reaction SMILES: [CH2:1]([CH:4]1[CH2:8][N:7]([C:9]([O:11][C:12]([CH3:15])([CH3:14])[CH3:13])=[O:10])[CH2:6][C:5]1([C:23](=[O:34])[NH:24][C:25]1[CH:30]=[CH:29][CH:28]=[CH:27][C:26]=1[N+:31]([O-])=O)[NH:16][C:17](=[O:22])[C:18]([F:21])([F:20])[F:19])[CH:2]=[CH2:3].[Cl-].[NH4+]>CO.C(OCC)(=O)C.[Zn]>[CH2:1]([CH:4]1[CH2:8][N:7]([C:9]([O:11][C:12]([CH3:15])([CH3:14])[CH3:13])=[O:10])[CH2:6][C:5]1([C:23](=[O:34])[NH:24][C:25]1[CH:30]=[CH:29][CH:28]=[CH:27][C:26]=1[NH2:31])[NH:16][C:17](=[O:22])[C:18]([F:20])([F:21])[F:19])[CH:2]=[CH2:3] |f:1.2|. Procedure details: A solution of tert-butyl 4-allyl-3-[(2-nitrophenyl)carbamoyl]-3-[(trifluoroacetyl)amino]pyrrolidine-1-carboxylate (0.816 g, 1.68 mmol) in methanol (30 mL) was treated with ammonium chloride (0.897 g, 16.8 mmol) and zinc (2.19 g, 33.5 mmol). After stirring at room temperature for 40 min, the mixture was diluted with ethyl acetate (30 mL) and filtered through a pad of Celite. The pad was washed with ethyl acetate and the filtrate was concentrated under reduced pressure. The residue was re-diluted ...